This data is from the Open Reaction Database (ORD), a public repository of structured organic reaction records. The task is: describe an organic reaction: reactants, conditions, products, and yield As a reaction SMILES: [Br:1][c:2]1[c:3]([CH3:9])[c:4]([NH2:5])[cH:6][cH:7][cH:8]1.[CH3:22][C:23](=[O:24])[OH:25].[F:10][c:11]1[cH:12][c:13]2[c:17]([cH:18][cH:19]1)[C:16](=[O:20])[O:15][C:14]2=[O:21]>>[Br:1][c:2]1[c:3]([CH3:9])[c:4]([N:5]2[C:14](=[O:15])[c:13]3[cH:12][c:11]([F:10])[cH:19][cH:18][c:17]3[C:16]2=[O:20])[cH:6][cH:7][cH:8]1. Reactants: Cc1c(N)cccc1Br, CC(=O)O, O=C1OC(=O)c2cc(F)ccc21. Yields the product Cc1c(Br)cccc1N1C(=O)c2ccc(F)cc2C1=O. Starting materials: C(C)(C)(C)NC=1C(=NC2=CC=CC(=C2N1)B1OC(C(O1)(C)C)(C)C)NCC1=C(C=C(C=C1)OC)OC (N3-(tert-butyl)-N2-(2,4-dimethoxybenzyl)-5-(4,4,5,5-tetramethyl-1,3,2-dioxaborolan-2-yl)quinoxaline-2,3-diamine), CC1(OB(OC1(C)C)C1=CC=2C(NCCC2N1)=O)C (2-(4,4,5,5-tetramethyl-1,3,2-dioxaborolan-2-yl)-6,7-dihydro-1H-pyrrolo[3,2-c]pyridin-4(5H)-one), K2PO4. The reagents and catalysts are C=1C=CC(=CC1)/C=C/C(=O)/C=C/C2=CC=CC=C2.C=1C=CC(=CC1)/C=C/C(=O)/C=C/C2=CC=CC=C2.C=1C=CC(=CC1)/C=C/C(=O)/C=C/C2=CC=CC=C2.[Pd].[Pd] (Pd2dba3), C1(CCCCC1)P(C1=C(C=CC=C1)C1=C(C=C(C=C1C(C)C)C(C)C)C(C)C)C1CCCCC1 (dicyclohexyl(2′,4′,6′-triisopropyl-[1,1′-biphenyl]-2-yl)phosphine), C=1C=CC(=CC1)/C=C/C(=O)/C=C/C2=CC=CC=C2.C=1C=CC(=CC1)/C=C/C(=O)/C=C/C2=CC=CC=C2.C=1C=CC(=CC1)/C=C/C(=O)/C=C/C2=CC=CC=C2.[Pd].[Pd] (Pd2dba3), CC(C)C1=CC(=C(C(=C1)C(C)C)C2=C(C=CC=C2)P(C3CCCCC3)C4CCCCC4)C(C)C (X-Phos). The solvent is O1CCOCC1 (dioxane), O (water), C(Cl)Cl (DCM). Reaction conditions: temperature 105 celsius, time 3 hour. Product: C(C)(C)(C)NC=1C(=NC2=CC=CC(=C2N1)C1=CC=2C(NCCC2N1)=O)NCC1=C(C=C(C=C1)OC)OC (2-(3-(tert-butylamino)-2-((2,4-dimethoxybenzyl)amino)quinoxalin-5-yl)-6,7-dihydro-1H-pyrrolo[3,2-c]pyridin-4(5H)-one). Yield: 125.0%. Reaction SMILES: [C:1]([NH:5][C:6]1[C:7]([NH:25][CH2:26][C:27]2[CH:32]=[CH:31][C:30]([O:33][CH3:34])=[CH:29][C:28]=2[O:35][CH3:36])=[N:8][C:9]2[C:14]([N:15]=1)=[C:13](B1OC(C)(C)C(C)(C)O1)[CH:12]=[CH:11][CH:10]=2)([CH3:4])([CH3:3])[CH3:2].CC1(C)C(C)(C)OB([C:45]2[NH:53][C:52]3[CH2:51][CH2:50][NH:49][C:48](=[O:54])[C:47]=3[CH:46]=2)O1>O1CCOCC1.O.C(Cl)Cl.C1C=CC(/C=C/C(/C=C/C2C=CC=CC=2)=O)=CC=1.C1C=CC(/C=C/C(/C=C/C2C=CC=CC=2)=O)=CC=1.C1C=CC(/C=C/C(/C=C/C2C=CC=CC=2)=O)=CC=1.[Pd].[Pd].CC(C1C=C(C(C)C)C(C2C=CC=CC=2P(C2CCCCC2)C2CCCCC2)=C(C(C)C)C=1)C>[C:1]([NH:5][C:6]1[C:7]([NH:25][CH2:26][C:27]2[CH:32]=[CH:31][C:30]([O:33][CH3:34])=[CH:29][C:28]=2[O:35][CH3:36])=[N:8][C:9]2[C:14]([N:15]=1)=[C:13]([C:45]1[NH:53][C:52]3[CH2:51][CH2:50][NH:49][C:48](=[O:54])[C:47]=3[CH:46]=1)[CH:12]=[CH:11][CH:10]=2)([CH3:4])([CH3:3])[CH3:2] |f:5.6.7.8.9|. Procedure details: A mixture of N3-(tert-butyl)-N2-(2,4-dimethoxybenzyl)-5-(4,4,5,5-tetramethyl-1,3,2-dioxaborolan-2-yl)quinoxaline-2,3-diamine (304c; 109.6 mg, 0.09 mmol), 2-bromo-6,7-dihydro-1H-pyrrolo[3,2-c]pyridin-4(5H)-one (608) (80 mg, 0.37 mmol), K2PO4 (59 mg, 0.28 mmol), X-Phos (Strem Chemicals, Inc.) (4.46 mg, 9.35 μmol), and Pd2dba3 (Aldrich) (4.28 mg, 4.67 μmol) in a mixture of dioxane (1.0 mL) and water (0.20 mL) was stirred under argon at 105° C. for 3 h. Additional Pd2dba3 (4.28 mg, 4.67 μmol) and di...